Dataset: the Open Reaction Database (ORD), a public repository of structured organic reaction records. Task: describe an organic reaction: reactants, conditions, products, and yield Starting materials: CC(C)(C)OC(=O)NC(Cc1ccccc1)C1CO1, CN. Product: CNCC(O)C(Cc1ccccc1)NC(=O)OC(C)(C)C. Reaction SMILES: [C:1]([CH3:2])([CH3:3])([CH3:4])[O:5][C:6]([NH:7][CH:8]([CH2:9][c:10]1[cH:11][cH:12][cH:13][cH:14][cH:15]1)[CH:16]1[O:17][CH2:18]1)=[O:19].[CH3:20][NH2:21]>>[C:1]([CH3:2])([CH3:3])([CH3:4])[O:5][C:6]([NH:7][CH:8]([CH2:9][c:10]1[cH:11][cH:12][cH:13][cH:14][cH:15]1)[CH:16]([OH:17])[CH2:18][NH:21][CH3:20])=[O:19]. The reactants are N1(CCOCC1)C=1C(=NC=CC1)CN (C-(3-morpholin-4-yl-pyridin-2-yl)-methylamine), CC=1C(=NC=C(C1)C)C=O (3.5-dimethyl-pyridine-2-carbaldehyde), [BH-](OC(=O)C)(OC(=O)C)OC(=O)C.[Na+] (NaBH(OAc)3). Yields the product CC=1C(=NC=C(C1)C)CNCC1=NC=CC=C1N1CCOCC1 ((3,5-dimethyl-pyridin-2-ylmethyl)-(3-morpholin-4-yl-pyridin-2-ylmethyl)-amine). Reaction SMILES: [N:1]1([C:7]2[C:8]([CH2:13][NH2:14])=[N:9][CH:10]=[CH:11][CH:12]=2)[CH2:6][CH2:5][O:4][CH2:3][CH2:2]1.[CH3:15][C:16]1[C:17]([CH:23]=O)=[N:18][CH:19]=[C:20]([CH3:22])[CH:21]=1.[BH-](OC(C)=O)(OC(C)=O)OC(C)=O.[Na+]>>[CH3:15][C:16]1[C:17]([CH2:23][NH:14][CH2:13][C:8]2[C:7]([N:1]3[CH2:2][CH2:3][O:4][CH2:5][CH2:6]3)=[CH:12][CH:11]=[CH:10][N:9]=2)=[N:18][CH:19]=[C:20]([CH3:22])[CH:21]=1 |f:2.3|. Procedure: Using General Procedure B: Reaction of C-(3-morpholin-4-yl-pyridin-2-yl)-methylamine, 3.5-dimethyl-pyridine-2-carbaldehyde and NaBH(OAc)3 gave (3,5-dimethyl-pyridin-2-ylmethyl)-(3-morpholin-4-yl-pyridin-2-ylmethyl)-amine as a colorless oil. 1H NMR (CDCl3) δ 2.27 (s, 3H), 2.30 (s, 3H), 2.92-2.95 (m, 4H), 3.79-3.82 (m, 4H), 3.95 (s, 2H), 4.03 (s, 2H), 7.14 (dd, 1H, J=4.5, 8.1 Hz), 7.23 (s, 1H), 7.33 (dd, 1H, J=1.2, 8.1 Hz), 8.22 (s, 1H), 8.31 (dd, 1H, J=1.2, 4.5 Hz). Further reaction of (3,5-dimet...